From a dataset of the Open Reaction Database (ORD), a public repository of structured organic reaction records. describe an organic reaction: reactants, conditions, products, and yield Yields the product [N+](=O)([O-])C=1C=C2C(NC(NC2=CC1)C(Cl)(Cl)Cl)=O (1,2-dihydro-6-nitro-2-trichloromethylquinazolin-4-one). Starting materials: [N+](=O)([O-])C1=CC=C(C(C(=O)N)=C1)N (5-Nitroanthranilamide), O=CC(Cl)(Cl)Cl (chloral), [N+](=O)([O-])C1=CC=C(C(C(=O)N)=C1)N (5-nitroanthranilamide). Reaction SMILES: [N+:1]([C:4]1[CH:12]=[C:8]([C:9]([NH2:11])=[O:10])[C:7]([NH2:13])=[CH:6][CH:5]=1)([O-:3])=[O:2].O=[CH:15][C:16]([Cl:19])([Cl:18])[Cl:17]>>[N+:1]([C:4]1[CH:12]=[C:8]2[C:7](=[CH:6][CH:5]=1)[NH:13][CH:15]([C:16]([Cl:19])([Cl:18])[Cl:17])[NH:11][C:9]2=[O:10])([O-:3])=[O:2]. Procedure details: 5-Nitroanthranilamide (6.5 g.) and anhydrous chloral (65 ml.) were stirred together at ambient temperature, until thin layer chromatography indicated that all the 5-nitroanthranilamide had disappeared (6 days). The excess of chloral was distilled off, and the resulting syrup was heated with concentrated sulphuric acid (125 ml.) on a steam bath for 10 minutes. The reaction mixture was cooled and poured into ice/water (1 kg.), and the solid product which was precipitated was filtered off, washed w... Starting materials: FCBr, O=C([O-])[O-], CC#N, CN(C)C=O, [K+], [K+], [Na+], O=C([O-])O, CC[Si](CC)(CC)OC(COc1ccccc1)CN(C(=O)OC(C)(C)C)C1CCCc2ccc(O)cc2C1. Product: CC[Si](CC)(CC)OC(COc1ccccc1)CN(C(=O)OC(C)(C)C)C1CCCc2ccc(OCF)cc2C1. Reaction SMILES: [Br:45][CH2:46][F:47].[C:1](=[O:2])([O-:3])[O-:4].[CH3:53][C:54]#[N:55].[CH3:56][N:57]([CH3:58])[CH:59]=[O:60].[K+:5].[K+:6].[Na+:48].[OH:49][C:50](=[O:51])[O-:52].[OH:7][c:8]1[cH:9][c:10]2[c:11]([cH:43][cH:44]1)[CH2:12][CH2:13][CH2:14][CH:15]([N:17]([CH2:18][CH:19]([CH2:20][O:21][c:22]1[cH:23][cH:24][cH:25][cH:26][cH:27]1)[O:28][Si:29]([CH2:30][CH3:31])([CH2:32][CH3:33])[CH2:34][CH3:35])[C:36](=[O:37])[O:38][C:39]([CH3:40])([CH3:41])[CH3:42])[CH2:16]2>>[O:7]([c:8]1[cH:9][c:10]2[c:11]([cH:43][cH:44]1)[CH2:12][CH2:13][CH2:14][CH:15]([N:17]([CH2:18][CH:19]([CH2:20][O:21][c:22]1[cH:23][cH:24][cH:25][cH:26][cH:27]1)[O:28][Si:29]([CH2:30][CH3:31])([CH2:32][CH3:33])[CH2:34][CH3:35])[C:36](=[O:37])[O:38][C:39]([CH3:40])([CH3:41])[CH3:42])[CH2:16]2)[CH2:46][F:47]. The reactants are [Al+3], O=C1CCCc2nc3ccccc3c(NCc3ccccc3Cl)c21, [H-], [H-], [H-], [H-], [Li+], C1CCOC1. Yields the product OC1CCCc2nc3ccccc3c(NCc3ccccc3Cl)c21. Reaction SMILES: [Al+3:26].[Cl:1][c:2]1[c:3]([CH2:4][NH:5][c:6]2[c:7]3[cH:8][cH:9][cH:10][cH:11][c:12]3[n:13][c:14]3[c:19]2[C:18](=[O:20])[CH2:17][CH2:16][CH2:15]3)[cH:21][cH:22][cH:23][cH:24]1.[H-:25].[H-:28].[H-:29].[H-:30].[Li+:27].[O:31]1[CH2:32][CH2:33][CH2:34][CH2:35]1>>[Cl:1][c:2]1[c:3]([CH2:4][NH:5][c:6]2[c:7]3[cH:8][cH:9][cH:10][cH:11][c:12]3[n:13][c:14]3[c:19]2[CH:18]([OH:20])[CH2:17][CH2:16][CH2:15]3)[cH:21][cH:22][cH:23][cH:24]1. The reactants are [Br-], C[Mg+], CCOCC, COc1c(Cl)cc(F)cc1C=O. The product is COc1c(Cl)cc(F)cc1C(C)O. As a reaction SMILES: [Br-:13].[CH3:14][Mg+:15].[CH3:16][CH2:17][O:18][CH2:19][CH3:20].[F:1][c:2]1[cH:3][c:4]([Cl:12])[c:5]([O:10][CH3:11])[c:6]([CH:7]=[O:8])[cH:9]1>>[F:1][c:2]1[cH:3][c:4]([Cl:12])[c:5]([O:10][CH3:11])[c:6]([CH:7]([OH:8])[CH3:14])[cH:9]1. The reactants are O=C([O-])[O-], Cc1nn(C)c2c1Nc1ccccc1NC2=O, O=C(Cl)CCCl, [K+], [K+], C1COCCO1. Product: Cc1nn(C)c2c1N(C(=O)CCCl)c1ccccc1NC2=O. RXN SMILES: [C:24](=[O:25])([O-:26])[O-:27].[CH3:1][n:2]1[n:3][c:4]([CH3:17])[c:5]2[c:11]1[C:10](=[O:12])[NH:9][c:8]1[c:7]([cH:16][cH:15][cH:14][cH:13]1)[NH:6]2.[Cl:18][CH2:19][CH2:20][C:21](=[O:22])[Cl:23].[K+:28].[K+:29].[O:30]1[CH2:31][CH2:32][O:33][CH2:34][CH2:35]1>>[CH3:1][n:2]1[n:3][c:4]([CH3:17])[c:5]2[c:11]1[C:10](=[O:12])[NH:9][c:8]1[c:7]([cH:16][cH:15][cH:14][cH:13]1)[N:6]2[C:21]([CH2:20][CH2:19][Cl:18])=[O:22]. Reactants: FC1=C(C=O)C=CC=C1 (2-Fluorobenzaldehyde), CC=1C=NNC1 (4-methyl-1H-pyrazole), C([O-])([O-])=O.[K+].[K+] (potassium carbonate). Solvent: CS(=O)C (DMSO). Run at temperature 100 celsius. The product is CC=1C=NN(C1)C1=C(C=O)C=CC=C1 (2-(4-methyl-pyrazol-1-yl)-benzaldehyde). As a reaction SMILES: F[C:2]1[CH:9]=[CH:8][CH:7]=[CH:6][C:3]=1[CH:4]=[O:5].[CH3:10][C:11]1[CH:12]=[N:13][NH:14][CH:15]=1.C(=O)([O-])[O-].[K+].[K+]>CS(C)=O>[CH3:10][C:11]1[CH:12]=[N:13][N:14]([C:2]2[CH:9]=[CH:8][CH:7]=[CH:6][C:3]=2[CH:4]=[O:5])[CH:15]=1 |f:2.3.4|. Reported procedure: 2-Fluorobenzaldehyde (250 mg, 2.01 mmol), 4-methyl-1H-pyrazole (260 mg, 3.17 mmol) and potassium carbonate (820 mg, 5.93 mmol) are combined in DMSO (15 mL) and warmed to 100° C. for 18 hours. The reaction mixture is cooled to room temperature and the potassium carbonate is removed via filtration. The solids are washed with EtOAc and the combined filtrates are poured into water. Separate the layers and extract the aqueous phase with EtOAc (1×). The combined organics are washed with water and brin...